From a dataset of the Open Reaction Database (ORD), a public repository of structured organic reaction records. describe an organic reaction: reactants, conditions, products, and yield Reactants: Cc1ccc(B(O)O)c(F)n1, CCCNC(=O)c1nnc2c(Br)cccc2c1N. Yields the product CCCNC(=O)c1nnc2c(-c3ccc(C)nc3F)cccc2c1N. Reaction SMILES: [F:19][c:20]1[n:21][c:22]([CH3:29])[cH:23][cH:24][c:25]1[B:26]([OH:27])[OH:28].[NH2:1][c:2]1[c:3]([C:13](=[O:14])[NH:15][CH2:16][CH2:17][CH3:18])[n:4][n:5][c:6]2[c:7]([Br:12])[cH:8][cH:9][cH:10][c:11]12>>[NH2:1][c:2]1[c:3]([C:13](=[O:14])[NH:15][CH2:16][CH2:17][CH3:18])[n:4][n:5][c:6]2[c:7](-[c:25]3[c:20]([F:19])[n:21][c:22]([CH3:29])[cH:23][cH:24]3)[cH:8][cH:9][cH:10][c:11]12. The reactants are 9-vinyl-α-ionol, CC1=CCCC(C1/C=C/C(=O)C)(C)C (α-ionone), [Mg] (magnesium), C(=C)Br (vinyl bromide). The solvent is O1CCCC1 (tetrahydrofuran), O1CCCC1 (tetrahydrofuran), O1CCCC1 (tetrahydrofuran). Reaction conditions: temperature 0 celsius, time 20 minute. Product: CC1CC=C(C(C1(C)C)/C=C/C(=O)C)C (α-irone), 9-vinyl-α-ionol epoxide. As a reaction SMILES: [CH3:1][C:2]1[CH:7](/[CH:8]=[CH:9]/[C:10]([CH3:12])=[O:11])[C:6]([CH3:14])([CH3:13])[CH2:5][CH2:4][CH:3]=1.[Mg].[CH:16](Br)=C>O1CCCC1>[CH3:16][CH:5]1[C:6]([CH3:14])([CH3:13])[CH:7](/[CH:8]=[CH:9]/[C:10]([CH3:12])=[O:11])[C:2]([CH3:1])=[CH:3][CH2:4]1. Procedure: A solution of 50 g (0.26 mol) of α-ionone in 150 ml of tetrahydrofuran was allowed to drop over a period of 20 minutes into a Grignard solution, which was cooled to 0° C. and which had been prepared from 9.72 g (0.4 mol) of magnesium shavings in 75 ml of tetrahydrofuran and 44.9 g (0.42 mol) of vinyl bromide in 180 ml of tetrahydrofuran, in such a manner that the temperature lay between 15° C. and 20° C. Subsequently, the mixture was stirred at room temperature for a further 3 hours and worked-u... Starting materials: C(C)(=O)C1=CC=C(C=C1)S(=O)(=O)CC(CCC(=O)OC)C(N(CCCCC)CCCCC)=O (methyl 5-(4-acetylphenylsulfonyl)-4-(N,N-dipentylcarbamoyl)pentanoate), [OH-].[Na+] (sodium hydroxide). Solvent: CO (methanol). Product: C(C)(=O)C1=CC=C(C=C1)S(=O)(=O)CC(CCC(=O)O)C(N(CCCCC)CCCCC)=O (5-(4-acetylphenylsulfonyl)-4-(N,N-dipentylcarbamoyl)pentanoic acid). Yield: 79.5%. Reaction SMILES: [C:1]([C:4]1[CH:9]=[CH:8][C:7]([S:10]([CH2:13][CH:14]([C:21](=[O:33])[N:22]([CH2:28][CH2:29][CH2:30][CH2:31][CH3:32])[CH2:23][CH2:24][CH2:25][CH2:26][CH3:27])[CH2:15][CH2:16][C:17]([O:19]C)=[O:18])(=[O:12])=[O:11])=[CH:6][CH:5]=1)(=[O:3])[CH3:2].[OH-].[Na+]>CO>[C:1]([C:4]1[CH:5]=[CH:6][C:7]([S:10]([CH2:13][CH:14]([C:21](=[O:33])[N:22]([CH2:28][CH2:29][CH2:30][CH2:31][CH3:32])[CH2:23][CH2:24][CH2:25][CH2:26][CH3:27])[CH2:15][CH2:16][C:17]([OH:19])=[O:18])(=[O:11])=[O:12])=[CH:8][CH:9]=1)(=[O:3])[CH3:2] |f:1.2|. Procedure details: To a solution of methyl 5-(4-acetylphenylsulfonyl)-4-(N,N-dipentylcarbamoyl)pentanoate (0.35 g) in methanol (15 ml) was added a 1N sodium hydroxide solution (1 ml). After stirring at room temperature for hours, the reaction mixture was concentrated in vacuo, acidified with a dilute hydrochloric acid, and extracted with chloroform. The organic layer was washed with water, dried over MgSO4, and evaporated at reduced pressure. The residue was recrystallized from dichloromethane-hexane to give 0.27 ...